The task is: describe an organic reaction: reactants, conditions, products, and yield. This data is from the Open Reaction Database (ORD), a public repository of structured organic reaction records. Starting materials: S1C(=CC=C1)C(=O)C1CCC(=O)O1 (4-(2-thienyl-carbonyl)-γ-butyrolactone), O.NN (hydrazine hydrate), C(C)O (ethanol). Product: S1C(=CC=C1)C=1C(CC(NN1)=O)CO (6-(2-Thienyl)-5-hydroxymethyl-2,3,4,5-tetrahydro-pyridazin-3-one). RXN SMILES: [S:1]1[CH:5]=[CH:4][CH:3]=[C:2]1[C:6]([CH:8]1OC(=O)[CH2:10][CH2:9]1)=O.[OH2:14].[NH2:15][NH2:16].[CH2:17]([OH:19])C>>[S:1]1[CH:5]=[CH:4][CH:3]=[C:2]1[C:6]1[CH:8]([CH2:17][OH:19])[CH2:9][C:10](=[O:14])[NH:15][N:16]=1 |f:1.2|. Procedure: 11.8 g (0.06 mol) of 4-(2-thienyl-carbonyl)-γ-butyrolactone and 3.1 g (0.062 mol) of hydrazine hydrate are stirred in 100 ml of ethanol at room temperature for 2 hours. The precipitated hydrazone is filtered off with suction, 60 ml of toluene and 6 ml of acetic acid are added and the mixture is heated under reflux for 2 hours. After the mixture has been cooled, the precipitated product is filtered off with suction, washed and dried. The reactants are O=C([O-])O, C1CCOC1, CC1(C)NC(=O)CCc2cc([N+](=O)[O-])ccc21, CO, CCOC(C)=O, [Cl-], [Na+], [Na+], [Na+], [Na+], O, O=S([O-])S(=O)[O-]. The product is CC1(C)NC(=O)CCc2cc(N)ccc21. As a reaction SMILES: [C:26](=[O:27])([OH:28])[O-:29].[CH2:33]1[O:34][CH2:35][CH2:36][CH2:37]1.[CH3:1][C:2]1([CH3:17])[NH:3][C:4](=[O:16])[CH2:5][CH2:6][c:7]2[c:8]1[cH:9][cH:10][c:11]([N+:13]([O-:14])=[O:15])[cH:12]2.[CH3:38][OH:39].[CH3:41][CH2:42][O:43][C:44]([CH3:45])=[O:46].[Cl-:31].[Na+:24].[Na+:25].[Na+:30].[Na+:32].[OH2:40].[S:18]([S:19]([O-:20])=[O:21])([O-:22])=[O:23]>>[CH3:1][C:2]1([CH3:17])[NH:3][C:4](=[O:16])[CH2:5][CH2:6][c:7]2[c:8]1[cH:9][cH:10][c:11]([NH2:13])[cH:12]2. Starting materials: CCC(=O)c1cnc2c(OCCSC)cccc2c1Cl, CC#N, CC(C)c1ccccc1N. Product: CCC(=O)c1cnc2c(OCCSC)cccc2c1Nc1ccccc1C(C)C. Reaction SMILES: [C:1]([CH2:2][CH3:3])(=[O:4])[c:5]1[cH:6][n:7][c:8]2[c:9]([O:16][CH2:17][CH2:18][S:19][CH3:20])[cH:10][cH:11][cH:12][c:13]2[c:14]1[Cl:15].[CH3:31][C:32]#[N:33].[CH:21]([CH3:22])([CH3:23])[c:24]1[c:25]([NH2:26])[cH:27][cH:28][cH:29][cH:30]1>>[C:1]([CH2:2][CH3:3])(=[O:4])[c:5]1[cH:6][n:7][c:8]2[c:9]([O:16][CH2:17][CH2:18][S:19][CH3:20])[cH:10][cH:11][cH:12][c:13]2[c:14]1[NH:26][c:25]1[c:24]([CH:21]([CH3:22])[CH3:23])[cH:30][cH:29][cH:28][cH:27]1. The reactants are COC(=O)c1c(CN)cc(C(=O)OC(C)(C)C)c2ccccc12, C1CCOC1, CO, [Na+], [OH-]. Yields the product CC(C)(C)OC(=O)c1cc(CN)c(C(=O)O)c2ccccc12. RXN SMILES: [C:1](=[O:2])([O:3][C:4]([CH3:5])([CH3:6])[CH3:7])[c:8]1[cH:9][c:10]([CH2:22][NH2:23])[c:11]([C:18](=[O:19])[O:20][CH3:21])[c:12]2[cH:13][cH:14][cH:15][cH:16][c:17]12.[CH2:26]1[O:27][CH2:28][CH2:29][CH2:30]1.[CH3:31][OH:32].[Na+:25].[OH-:24]>>[C:1](=[O:2])([O:3][C:4]([CH3:5])([CH3:6])[CH3:7])[c:8]1[cH:9][c:10]([CH2:22][NH2:23])[c:11]([C:18](=[O:19])[OH:20])[c:12]2[cH:13][cH:14][cH:15][cH:16][c:17]12. The reactants are [N+](=O)(O)[O-].O([N+](=O)[O-])CCCN (3-nitroxypropylamine nitrate), C[O-].[Na+] (sodium methoxide), C(#N)N=C(OC(C)C)C=1C=NC=CC1 (Isopropyl N-cyano-3-pyridinecarboximidate). Solvent: CO (methanol). Run at time 18 hour. Product: C(#N)NC(=NCCCO[N+](=O)[O-])C=1C=NC=CC1 (N-cyano-N'-(3-nitroxypropyl)-3-pyridinecarboximidamide). Isolated yield 38.5%. Reaction SMILES: [C:1]([N:3]=[C:4]([C:9]1[CH:10]=[N:11][CH:12]=[CH:13][CH:14]=1)OC(C)C)#[N:2].[N+]([O-])(O)=O.[O:19]([CH2:23][CH2:24][CH2:25][NH2:26])[N+:20]([O-:22])=[O:21].C[O-].[Na+]>CO>[C:1]([NH:3][C:4]([C:9]1[CH:10]=[N:11][CH:12]=[CH:13][CH:14]=1)=[N:26][CH2:25][CH2:24][CH2:23][O:19][N+:20]([O-:22])=[O:21])#[N:2] |f:1.2,3.4|. Procedure: Isopropyl N-cyano-3-pyridinecarboximidate (0.50 g, 2.6 mmol) was dissolved in methanol (10 ml), and 3-nitroxypropylamine nitrate (0.53 g, 2.9 mmol) and sodium methoxide (0.16 g, 2.9 mmol) were added. The mixture was stirred at room temperature for 18 hours. After the reaction was completed, the reaction solution was concentrated under reduced pressure, and the residue was extracted with chloroform (30 ml×3). The chloroform layer was washed with water (100 ml), dried over anhydrous sodium sulfate... The reactants are CCO, Cc1ccccc1, O=N[O-], Cc1cc(N)c2c(c1)C(C(Cl)(Cl)Cl)OC(C(Cl)(Cl)Cl)O2, [Na+], O=S(=O)(O)O. Product: Cc1ccc2c(c1)C(C(Cl)(Cl)Cl)OC(C(Cl)(Cl)Cl)O2. As a reaction SMILES: [CH3:25][CH2:26][OH:27].[CH3:33][c:34]1[cH:35][cH:36][cH:37][cH:38][cH:39]1.[N:1]([O-:2])=[O:3].[NH2:5][c:6]1[cH:7][c:8]([CH3:24])[cH:9][c:10]2[c:15]1[O:14][CH:13]([C:16]([Cl:17])([Cl:18])[Cl:19])[O:12][CH:11]2[C:20]([Cl:21])([Cl:22])[Cl:23].[Na+:4].[S:28](=[O:29])(=[O:30])([OH:31])[OH:32]>>[cH:6]1[cH:7][c:8]([CH3:24])[cH:9][c:10]2[c:15]1[O:14][CH:13]([C:16]([Cl:17])([Cl:18])[Cl:19])[O:12][CH:11]2[C:20]([Cl:21])([Cl:22])[Cl:23]. Reactants: C([O-])([O-])=O.[Na+].[Na+] (sodiumcarbonate), BrC=1C=NC=C(C(=O)O)C1 (5-bromonicotinic acid), ClC=1C=C(C=CC1)B(O)O (3-chlorophenylboronic acid), O (water), solution. The reagents and catalysts are C=1C=CC(=CC1)[P](C=2C=CC=CC2)(C=3C=CC=CC3)[Pd]([P](C=4C=CC=CC4)(C=5C=CC=CC5)C=6C=CC=CC6)([P](C=7C=CC=CC7)(C=8C=CC=CC8)C=9C=CC=CC9)[P](C=1C=CC=CC1)(C=1C=CC=CC1)C=1C=CC=CC1 (tetrakistriphenylphoshine Pd(0)). Solvent: C(C)#N (Acetonitrile). Yields the product ClC=1C=C(C=CC1)C=1C=NC=C(C(=O)O)C1 (5-(3-chlorophenyl)-nicotinic Acid). As a reaction SMILES: Br[C:2]1[CH:3]=[N:4][CH:5]=[C:6]([CH:10]=1)[C:7]([OH:9])=[O:8].[Cl:11][C:12]1[CH:13]=[C:14](B(O)O)[CH:15]=[CH:16][CH:17]=1.C(=O)([O-])[O-].[Na+].[Na+].O>C(#N)C.C1C=CC([P]([Pd]([P](C2C=CC=CC=2)(C2C=CC=CC=2)C2C=CC=CC=2)([P](C2C=CC=CC=2)(C2C=CC=CC=2)C2C=CC=CC=2)[P](C2C=CC=CC=2)(C2C=CC=CC=2)C2C=CC=CC=2)(C2C=CC=CC=2)C2C=CC=CC=2)=CC=1>[Cl:11][C:12]1[CH:17]=[C:16]([C:2]2[CH:3]=[N:4][CH:5]=[C:6]([CH:10]=2)[C:7]([OH:9])=[O:8])[CH:15]=[CH:14][CH:13]=1 |f:2.3.4,^1:34,36,55,74|. Reported procedure: A three neck flask was charged with 5-bromonicotinic acid (2 g, 9.90 mmol), 3-chlorophenylboronic acid (1.55 g, 9.90 mmol), a 0.4 M solution of sodiumcarbonate in water (37 mL, 14.8 mmol) and Acetonitrile (37 mL). The solution was degassed under vacuum and tetrakistriphenylphoshine Pd(0) (0.57 g, 0.495 mmol) was added and the reaction refluxed overnight under nitrogen. The reaction was cooled to room temperature and filtered through a celite pad. The filtrate was partially evaporated under reduc... Reactants: FC(C(=O)O)(F)F.CC(COC1=NC(=C2N=C(NC2=N1)OC)N)(CCC)C (2-[(2,2-dimethylpentyl)oxy]-8-methoxy-9H-purin-6-amine trifluoroacetic acid salt), C([O-])([O-])=O.[K+].[K+] (potassium carbonate), BrCC1CCOCC1 (4-(bromomethyl)tetrahydro-2H-pyran). The solvent is CCOC(=O)C (EtOAc), CN(C)C=O (DMF). Reaction conditions: temperature 60 celsius, time 90 minute. Product: CC(COC1=NC(=C2N=C(N(C2=N1)CC1CCOCC1)OC)N)(CCC)C (2-[(2,2-Dimethylpentyl)oxy]-8-methoxy-9-(tetrahydro-2H-pyran-4-ylmethyl)-9H-Purin-6-amine). Yield: 48.0%. RXN SMILES: FC(F)(F)C(O)=O.[CH3:8][C:9]([CH3:27])([CH2:24][CH2:25][CH3:26])[CH2:10][O:11][C:12]1[N:20]=[C:19]2[C:15]([N:16]=[C:17]([O:21][CH3:22])[NH:18]2)=[C:14]([NH2:23])[N:13]=1.C(=O)([O-])[O-].[K+].[K+].Br[CH2:35][CH:36]1[CH2:41][CH2:40][O:39][CH2:38][CH2:37]1>CN(C=O)C.CCOC(C)=O>[CH3:8][C:9]([CH3:27])([CH2:24][CH2:25][CH3:26])[CH2:10][O:11][C:12]1[N:20]=[C:19]2[C:15]([N:16]=[C:17]([O:21][CH3:22])[N:18]2[CH2:35][CH:36]2[CH2:41][CH2:40][O:39][CH2:38][CH2:37]2)=[C:14]([NH2:23])[N:13]=1 |f:0.1,2.3.4|. Procedure: To a solution of 2-[(2,2-dimethylpentyl)oxy]-8-methoxy-9H-purin-6-amine trifluoroacetic acid salt (252 mg) in dry DMF (3.97 mL) was added potassium carbonate (356 mg). The mixture was stirred at 60° C. for 90 mins. The reaction was cooled and 4-(bromomethyl)tetrahydro-2H-pyran (127 mg) was added. The mixture was stirred at 50° C. for 6 h. The reaction was cooled and taken up in EtOAc (40 mL). The mixture was washed with water (2×20 mL) and the organics were separated, dried over MgSO4 and concen...